From a dataset of the Open Reaction Database (ORD), a public repository of structured organic reaction records. describe an organic reaction: reactants, conditions, products, and yield The reactants are C(C1=CC=CC=C1)OC(=O)N1CCC(CC1)(CCO)CCO (1-benzyloxycarbonyl-4,4-bis-(2-hydroxyethyl)piperidine), C[N+]1(CCOCC1)[O-] (4-methylmorpholine-N-oxide). The reagents and catalysts are [Ru](=O)(=O)(=O)[O-].C(CC)[N+](CCC)(CCC)CCC (tetrapropylammonium perruthenate). The solvent is C(Cl)Cl.C(C)#N (methylene chloride acetonitrile). The product is C(C1=CC=CC=C1)OC(=O)N1CCC2(CCOC(C2)=O)CC1 (9-benzyloxycarbonyl-2-oxo-3-oxa-9-azaspiro[5.5]undecane). RXN SMILES: [CH2:1]([O:8][C:9]([N:11]1[CH2:16][CH2:15][C:14]([CH2:20][CH2:21][OH:22])([CH2:17][CH2:18][OH:19])[CH2:13][CH2:12]1)=[O:10])[C:2]1[CH:7]=[CH:6][CH:5]=[CH:4][CH:3]=1.C[N+]1([O-])CCOCC1>C(Cl)Cl.C(#N)C.[Ru]([O-])(=O)(=O)=O.C([N+](CCC)(CCC)CCC)CC>[CH2:1]([O:8][C:9]([N:11]1[CH2:16][CH2:15][C:14]2([CH2:17][C:18](=[O:19])[O:22][CH2:21][CH2:20]2)[CH2:13][CH2:12]1)=[O:10])[C:2]1[CH:7]=[CH:6][CH:5]=[CH:4][CH:3]=1 |f:2.3,4.5|. Reported procedure: 9-benzyloxycarbonyl-2-oxo-3-oxa-9-azaspiro[5.5]undecane is prepared by reaction of 1-benzyloxycarbonyl-4,4-bis-(2-hydroxyethyl)piperidine with 4-methylmorpholine-N-oxide in methylene chloride/acetonitrile in the presence of tetrapropylammonium perruthenate and pulverized molecular sieve. Starting materials: P(O)(O)(O)=O (Phosphoric acid), [K] (potassium), ClC1=CC(=NC=C1)[C@H](CC=C)NC(OC(C)(C)C)=O ((S)-tert-Butyl 1-(4-chloropyridin-2-yl)but-3-enylcarbamate), NC1=C(C=CC=C1)B(O)O ((2-aminophenyl)boronic acid), O (H2O). The solvent is CCOC(=O)C.CCOCC (EtOAc Ether), CS(=O)C (DMSO). Conditions: temperature 90 celsius. Yields the product NC1=C(C=CC=C1)C1=CC(=NC=C1)[C@H](CC=C)NC(OC(C)(C)C)=O (tert-Butyl N-[(1S)-1-[4-(2-aminophenyl)pyridin-2-yl]but-3-en-1-yl]carbamate). Yield: 83.3%. RXN SMILES: Cl[C:2]1[CH:7]=[CH:6][N:5]=[C:4]([C@@H:8]([NH:12][C:13](=[O:19])[O:14][C:15]([CH3:18])([CH3:17])[CH3:16])[CH2:9][CH:10]=[CH2:11])[CH:3]=1.[NH2:20][C:21]1[CH:26]=[CH:25][CH:24]=[CH:23][C:22]=1B(O)O.O.P(=O)(O)(O)O.[K]>CS(C)=O.CCOC(C)=O.CCOCC>[NH2:20][C:21]1[CH:26]=[CH:25][CH:24]=[CH:23][C:22]=1[C:2]1[CH:7]=[CH:6][N:5]=[C:4]([C@@H:8]([NH:12][C:13](=[O:19])[O:14][C:15]([CH3:18])([CH3:17])[CH3:16])[CH2:9][CH:10]=[CH2:11])[CH:3]=1 |f:6.7,^1:35|. Procedure: 45C (2 g, 7.07 mmol) and (2-aminophenyl)boronic acid (1.065 g, 7.78 mmol) in DMSO (35.4 ml) and H2O (0.637 ml, 35.4 mmol) was de-gassed for 30 min. Then, Phosphoric acid, potassium salt (3.00 g, 14.15 mmol) and 1,1′-bis(diphenylphosphino)ferrocenedichloro palladium(ii) dichloromethane complex (0.518 g, 0.707 mmol) were added. The dark red reaction mixture was sealed and heated at 90° C. overnight. The reaction mixture was diluted with EtOAc/Ether and washed with water and brine. The organic laye... Starting materials: N1=CN(C=2C=NC=CC21)CCCCCCC(=O)O (7-(3H-imidazo[4,5-c]pyridin-3-yl)heptanoic acid), N1(C=NC=2C=NC=CC21)CCCCCCC(=O)O (7-(1H-imidazo[4,5-c]pyridin-1-yl)heptanoic acid), potassium salts, N1(C=NC=2C=NC=CC21)CC2=CC=C(C(=O)O)C=C2 (4-(1H-imidazo[4,5-c]pyridin-1-ylmethyl) benzoic acid), [K] (potassium). Yields the product C1(CCCCC1)N(C(CCCCCCN1C=NC2=C1C=NC=C2)=O)C (N-cyclohexyl-N-methyl-7-(3H-imidazo[4,5-c]pyridin-3-yl)heptanamide). As a reaction SMILES: [N:1]1[C:9]2[CH:8]=[CH:7][N:6]=[CH:5][C:4]=2[N:3]([CH2:10][CH2:11][CH2:12][CH2:13][CH2:14][CH2:15][C:16]([OH:18])=O)[CH:2]=1.[N:19]1([CH2:28][CH2:29][CH2:30][CH2:31][CH2:32][CH2:33]C(O)=O)[C:27]2C=CN=CC=2N=C1.N1(CC2C=CC(C(O)=O)=CC=2)C2C=CN=CC=2N=C1.[K]>>[CH:28]1([N:19]([CH3:27])[C:16](=[O:18])[CH2:15][CH2:14][CH2:13][CH2:12][CH2:11][CH2:10][N:3]2[C:4]3[CH:5]=[N:6][CH:7]=[CH:8][C:9]=3[N:1]=[CH:2]2)[CH2:29][CH2:30][CH2:31][CH2:32][CH2:33]1 |^1:55|. Procedure: Utilizing the procedure described in Example 5(b) employin a mixture of 7-(3H-imidazo[4,5-c]pyridin-3-yl)heptanoic acid and 7-(1H-imidazo[4,5-c]pyridin-1-yl)heptanoic acid, potassium salts in lieu of 4-(1H-imidazo[4,5-c]pyridin-1-ylmethyl) benzoic acid, potassium salt yielded an impure mixture of isomers. The mixture was purified by column chromatography (silica gel, 5% ethanol in chloroform) to yield a less polar isomer N-cyclohexyl-N-methyl-7-(3H-imidazo[4,5-c]pyridin-3-yl)heptanamide as a pal... The reactants are CC(C)(C)N(C(=O)[O-])C1CC(c2cccc(F)c2F)CN(CC(F)(F)F)C1=O, CCOC(C)=O, Cl. Yields the product Cl, NC1CC(c2cccc(F)c2F)CN(CC(F)(F)F)C1=O. RXN SMILES: [C:1]([N:5]([C:2](=[O:3])[O-:4])[CH:9]1[C:10](=[O:28])[N:11]([CH2:23][C:24]([F:25])([F:26])[F:27])[CH2:12][CH:13]([c:15]2[c:16]([F:22])[c:17]([F:21])[cH:18][cH:19][cH:20]2)[CH2:14]1)([CH3:6])([CH3:7])[CH3:8].[CH3:30][CH2:31][O:32][C:33]([CH3:34])=[O:35].[ClH:29]>>[ClH:29].[NH2:5][CH:9]1[C:10](=[O:28])[N:11]([CH2:23][C:24]([F:25])([F:26])[F:27])[CH2:12][CH:13]([c:15]2[c:16]([F:22])[c:17]([F:21])[cH:18][cH:19][cH:20]2)[CH2:14]1. Starting materials: COC=1C=C(C=CC1)Cl (m-methoxyphenyl chloride), C(C)(=O)C1=CC=CC=C1 (acetophenone), P (phosphine). The reagents and catalysts are C(C=CC1=CC=CC=C1)Cl.[Pd] (palladium cinnamyl chloride). Run in C1(=CC=CC=C1)C (toluene). Product: O(C)C=1C=C(C=CC1)CC(=O)C1=CC=CC=C1 (2-(3′-Methoxylphenyl)-1-phenyl-1-ethanone). Isolated yield 83.5%. RXN SMILES: [CH3:1][O:2][C:3]1[CH:4]=[C:5](Cl)[CH:6]=[CH:7][CH:8]=1.[C:10]([C:13]1[CH:18]=[CH:17][CH:16]=[CH:15][CH:14]=1)(=[O:12])[CH3:11].P>C1(C)C=CC=CC=1.C(Cl)C=CC1C=CC=CC=1.[Pd]>[O:2]([C:3]1[CH:4]=[C:5]([CH2:11][C:10]([C:13]2[CH:18]=[CH:17][CH:16]=[CH:15][CH:14]=2)=[O:12])[CH:6]=[CH:7][CH:8]=1)[CH3:1] |f:4.5|. Procedure details: This reaction is carried out in the same manner as the reaction in example 3. The difference is that, the reactants are m-methoxyphenyl chloride (142.7 mg, 1.0 mmol), acetophenone (299.9 mg, 2.5 mmol), palladium cinnamyl chloride (7.8 mg, 0.015 mmol), 2-Methoxy-6-(N-methyl-N-phenyl-amino)phenyldicyclohexyl)phosphine (18.3 mg, 0.045 mmol), K3PO43H2O (663.9 mg, 2.5 mmol) in 3 mL dry toluene at 110° C. for 12 h. 2-(3′-Methoxylphenyl)-1-phenyl-1-ethanone (189.0 mg) was obtained with a yield of 84% a... The reactants are [OH-].[Na+] (sodium hydroxide), O (water), COC=1C=C2CCC3(N(CCCC3)CCCC(CC#N)(C3=CC=CC=C3)C3=CC=CC=C3)CC2=CC1 (3,4-dihydro-6-methoxy-1'-(5-cyano-4,4-diphenylpentyl)spiro[naphthalene-2(1H),2'-piperidine]), [H-].[Al+3].[Li+].[H-].[H-].[H-] (lithium aluminum hydride), O (water). Solvent: O1CCCC1 (tetrahydrofuran). Conditions: temperature 60 celsius. The product is COC=1C=C2CCC3(N(CCCC3)CCCC(CCN)(C3=CC=CC=C3)C3=CC=CC=C3)CC2=CC1 (3,4-Dihydro-6-methoxy-1'-(6-amino-4,4-diphenylhexyl)spiro[naphthalene-2(1H),2'-piperidine]). Yield: 89.2%. RXN SMILES: [CH3:1][O:2][C:3]1[CH:4]=[C:5]2[C:34](=[CH:35][CH:36]=1)[CH2:33][C:8]1([CH2:13][CH2:12][CH2:11][CH2:10][N:9]1[CH2:14][CH2:15][CH2:16][C:17]([C:27]1[CH:32]=[CH:31][CH:30]=[CH:29][CH:28]=1)([C:21]1[CH:26]=[CH:25][CH:24]=[CH:23][CH:22]=1)[CH2:18][C:19]#[N:20])[CH2:7][CH2:6]2.[H-].[Al+3].[Li+].[H-].[H-].[H-].O.[OH-].[Na+]>O1CCCC1>[CH3:1][O:2][C:3]1[CH:4]=[C:5]2[C:34](=[CH:35][CH:36]=1)[CH2:33][C:8]1([CH2:13][CH2:12][CH2:11][CH2:10][N:9]1[CH2:14][CH2:15][CH2:16][C:17]([C:27]1[CH:32]=[CH:31][CH:30]=[CH:29][CH:28]=1)([C:21]1[CH:22]=[CH:23][CH:24]=[CH:25][CH:26]=1)[CH2:18][CH2:19][NH2:20])[CH2:7][CH2:6]2 |f:1.2.3.4.5.6,8.9|. Procedure: To a solution of 3,4-dihydro-6-methoxy-1'-(5-cyano-4,4-diphenylpentyl)spiro[naphthalene-2(1H),2'-piperidine] (0.6 g) in tetrahydrofuran (15 ml) was added lithium aluminum hydride (95 mg) portionwise under ice-cooling and stirring. After completion of dropwise addition, the mixture was heated at 60° C. for 6 hours. To this reaction mixture were serially added water (0.25 ml), 15% sodium hydroxide solution (0.75 ml) and water (0.25 ml) under ice-cooling and stirring and the precipitate which separ... Starting materials: N1C=NC=C1 (imidazole), [Si](C)(C)(C(C)(C)C)Cl (t-butyldimethylsilyl chloride), CN(C=O)C (dimethylformamide), O[C@@H]1C(NCC1)=O ((3S)-3-hydroxypyrrolidin-2-one). Solvent: O (Water). Conditions: time 1 hour. The product is [Si](C)(C)(C(C)(C)C)O[C@@H]1C(NCC1)=O ((3S)-3-{[t-butyldimethylsilyl]oxy}pyrrolidin-2-one). Isolated yield 42.2%. As a reaction SMILES: N1C=CN=C1.[Si:6](Cl)([C:9]([CH3:12])([CH3:11])[CH3:10])([CH3:8])[CH3:7].CN(C)C=O.[OH:19][C@H:20]1[CH2:24][CH2:23][NH:22][C:21]1=[O:25]>O>[Si:6]([O:19][C@H:20]1[CH2:24][CH2:23][NH:22][C:21]1=[O:25])([C:9]([CH3:12])([CH3:11])[CH3:10])([CH3:8])[CH3:7]. Reported procedure: In an ice bath, 570 mg of imidazole and 947 mg of t-butyldimethylsilyl chloride were added to a dimethylformamide (5 ml) solution of 503 mg of (3S)-3-hydroxypyrrolidin-2-one, and stirred at room temperature for 1 hour. Water was added to the reaction liquid, extracted with ethyl acetate, the organic layer was washed with water and saturated saline water, and dried. The solvent was evaporated away under reduced pressure to obtain 452 mg of the entitled compound as a pale yellow oil. The reactants are O (Water), C([O-])([O-])=O.[Cs+].[Cs+] (cesium carbonate), COCCBr (2-bromoethyl methyl ether), COC1=C(CN2C3=NC(=NC=C3NC2=O)C2=NN(C3=NC=CC=C32)CC3=C(C=CC=C3)F)C=CC(=C1)OC (9-(2,4-Dimethoxybenzyl)-2-[1-(2-fluorobenzyl)-1H-pyrazolo[3,4-b]pyridin-3-yl]-7,9-dihydro-8H-purin-8-one). The solvent is CN(C)C=O (DMF). Run at time 18 hour. Yields the product COC1=C(CN2C3=NC(=NC=C3N(C2=O)CCOC)C2=NN(C3=NC=CC=C32)CC3=C(C=CC=C3)F)C=CC(=C1)OC (9-(2,4-Dimethoxybenzyl)-2-[1-(2-fluorobenzyl)-1H-pyrazolo[3,4-b]pyridin-3-yl]-7-(2-methoxyethyl)-7,9-dihydro-8H-purin-8-one). As a reaction SMILES: [CH3:1][O:2][C:3]1[CH:36]=[C:35]([O:37][CH3:38])[CH:34]=[CH:33][C:4]=1[CH2:5][N:6]1[C:14](=[O:15])[NH:13][C:12]2[C:7]1=[N:8][C:9]([C:16]1[C:24]3[C:19](=[N:20][CH:21]=[CH:22][CH:23]=3)[N:18]([CH2:25][C:26]3[CH:31]=[CH:30][CH:29]=[CH:28][C:27]=3[F:32])[N:17]=1)=[N:10][CH:11]=2.C(=O)([O-])[O-].[Cs+].[Cs+].[CH3:45][O:46][CH2:47][CH2:48]Br.O>CN(C=O)C>[CH3:1][O:2][C:3]1[CH:36]=[C:35]([O:37][CH3:38])[CH:34]=[CH:33][C:4]=1[CH2:5][N:6]1[C:14](=[O:15])[N:13]([CH2:48][CH2:47][O:46][CH3:45])[C:12]2[C:7]1=[N:8][C:9]([C:16]1[C:24]3[C:19](=[N:20][CH:21]=[CH:22][CH:23]=3)[N:18]([CH2:25][C:26]3[CH:31]=[CH:30][CH:29]=[CH:28][C:27]=3[F:32])[N:17]=1)=[N:10][CH:11]=2 |f:1.2.3|. Procedure details: 500 mg (0.977 mmol) of the compound from example 82A were dissolved in 10 ml of DMF, 414 mg (1.271 mmol) of cesium carbonate and 149 mg (1.075 mmol) of 2-bromoethyl methyl ether were added and the mixture was stirred at RT for 18 h. Water was added and the mixture was extracted with ethyl acetate. The combined organic phases were dried over sodium sulfate and concentrated on a rotary evaporator. The residue was dried under high vacuum. 453 mg (74% of theory) of the title compound were obtained. Reactants: COC1=CC(N(C=C1)C(=O)OC1=CC=CC=C1)C (phenyl 4-methoxy-2-methylpyridine-1(2H)-carboxylate), CC(C)([O-])C.[K+] (potassium tert-butoxide). The solvent is O1CCCC1 (tetrahydrofuran). Reaction conditions: temperature -78 celsius, time 20 hour. Yields the product CC1N(C=CC(C1)=O)C(=O)OC(C)(C)C (tert-Butyl 2-methyl-4-oxo-3,4-dihydropyridine-1(2H)-carboxylate). Yield: 51.5%. Reaction SMILES: C[O:2][C:3]1[CH:8]=[CH:7][N:6]([C:9]([O:11][C:12]2[CH:17]=CC=C[CH:13]=2)=[O:10])[CH:5]([CH3:18])[CH:4]=1.[CH3:19]C(C)([O-])C.[K+]>O1CCCC1>[CH3:18][CH:5]1[CH2:4][C:3](=[O:2])[CH:8]=[CH:7][N:6]1[C:9]([O:11][C:12]([CH3:13])([CH3:17])[CH3:19])=[O:10] |f:1.2|. Reported procedure: A 3-L four neck round-bottom flask was purged and maintained with a nitrogen atmosphere and a solution of phenyl 4-methoxy-2-methylpyridine-1(2H)-carboxylate (454.1, 70.0 g, 285 mmol, 1.00 equiv) in tetrahydrofuran (1.2 L) was added. The solution was cooled to −78° C. then potassium tert-butoxide (128 g, 1.14 mol, 4.00 equiv) was added portion-wise. The resulting mixture was stirred at 10-15° C. for 20 h then concentrated in vacuo. The residue was dissolved in EtOAc (1.5 L), then carefully quenc... The reactants are [N+](=O)([O-])C=1C=CC(=C(C1)C=1OC2=C(N1)C=C(C=C2)C2=CC=CC=C2)OCCC (2-(5-nitro-2-propoxyphenyl)-5-phenylbenzoxazole), C1=CC2=C(C=C1C(=O)O)C(=O)OC2=O (1,2,4-benzenetricarboxylic anhydride). Yields the product C(CC)OC1=CC=C(C=C1C=1OC2=C(N1)C=C(C=C2)C2=CC=CC=C2)N2C(C1=CC=C(C=C1C2=O)C(=O)O)=O (2-[4-Propoxy-5-(5-phenylbenzoxazol-2-yl)phenyl]-1,3-dioxo-2,3-dihydro-1H-isoindole-5-carboxylic acid). Reaction SMILES: [N+:1]([C:4]1[CH:5]=[CH:6][C:7]([O:25][CH2:26][CH2:27][CH3:28])=[C:8]([C:10]2[O:11][C:12]3[CH:18]=[CH:17][C:16]([C:19]4[CH:24]=[CH:23][CH:22]=[CH:21][CH:20]=4)=[CH:15][C:13]=3[N:14]=2)[CH:9]=1)([O-])=O.[CH:29]1[C:34]([C:35]([OH:37])=[O:36])=[CH:33][C:32]2[C:38]([O:40][C:41](=O)[C:31]=2[CH:30]=1)=[O:39]>>[CH2:26]([O:25][C:7]1[C:8]([C:10]2[O:11][C:12]3[CH:18]=[CH:17][C:16]([C:19]4[CH:24]=[CH:23][CH:22]=[CH:21][CH:20]=4)=[CH:15][C:13]=3[N:14]=2)=[CH:9][C:4]([N:1]2[C:38](=[O:39])[C:32]3[C:31](=[CH:30][CH:29]=[C:34]([C:35]([OH:37])=[O:36])[CH:33]=3)[C:41]2=[O:40])=[CH:5][CH:6]=1)[CH2:27][CH3:28]. Reported procedure: Prepared by the method of Example 1b), from 2-(5-nitro-2-propoxyphenyl)-5-phenylbenzoxazole (125 mg, 0.36 mmol) and 1,2,4-benzenetricarboxylic anhydride (68 mg, 0.36 mmol) the title compound was obtained (37 mg, 21%). 1H NMR (DMSO) δ 8.47(d, 1H), 8.38(s, 1H), 8.25(d, 1H), 8.13(m, 2H), 7.89(d, 1H), 7.76(m, 4H), 7.49(m, 4H), 4.27(t, 2H), 1.92(m, 2H), 1.15(t, 3H). MS 519 m/z (M+H)+.